From a dataset of the Open Reaction Database (ORD), a public repository of structured organic reaction records. describe an organic reaction: reactants, conditions, products, and yield Procedure: This compound was prepared from ethyl 7-[(4-fluorophenyl)methyl]-4-hydroxy-2-oxo-1,2-dihydro-1,5-naphthyridine-3-carboxylate and 2-(1-pyrrolidinyl)ethylamine employing methods similar to those described in Example 2 and was obtained as a white solid: 1H NMR (d6-DMSO) δ 10.61 (1H, br), 8.28 (1H, br s), 7.36 (1H, s), 7.30 (2H, m), 7.14 (2H, t, J=8.8 Hz), 4.04 (2H, s), 3.41 (2H, m), 2.56 (2H, t, J=6.4 Hz), 2.54-2.48 (4H, m), 1.68 (4H, m); ES+ MS: 411 (M+H+, 100). As a reaction SMILES: [F:1][C:2]1[CH:7]=[CH:6][C:5]([CH2:8][C:9]2[CH:18]=[C:17]3[C:12]([C:13]([OH:25])=[C:14]([C:20](OCC)=[O:21])[C:15](=[O:19])[NH:16]3)=[N:11][CH:10]=2)=[CH:4][CH:3]=1.[N:26]1([CH2:31][CH2:32][NH2:33])[CH2:30][CH2:29][CH2:28][CH2:27]1>>[F:1][C:2]1[CH:3]=[CH:4][C:5]([CH2:8][C:9]2[CH:18]=[C:17]3[C:12]([C:13]([OH:25])=[C:14]([C:20]([NH:33][CH2:32][CH2:31][N:26]4[CH2:30][CH2:29][CH2:28][CH2:27]4)=[O:21])[C:15](=[O:19])[NH:16]3)=[N:11][CH:10]=2)=[CH:6][CH:7]=1. The reactants are FC1=CC=C(C=C1)CC1=CN=C2C(=C(C(NC2=C1)=O)C(=O)OCC)O (ethyl 7-[(4-fluorophenyl)methyl]-4-hydroxy-2-oxo-1,2-dihydro-1,5-naphthyridine-3-carboxylate), N1(CCCC1)CCN (2-(1-pyrrolidinyl)ethylamine). Product: FC1=CC=C(C=C1)CC1=CN=C2C(=C(C(NC2=C1)=O)C(=O)NCCN1CCCC1)O (7-[(4-Fluorophenyl)methyl]-4-hydroxy-2-oxo-N-[2-(1-pyrrolidinyl)ethyl]-1,2-dihydro-1,5-naphthyridine-3-carboxamide). The reactants are Cc1ccccc1, CC(=O)O, Cl, Cc1cc(F)c(N)cc1SCC(F)(F)F, O=N[O-], [Na+], [Na+], [OH-], O, O, O=S(=O)(O)O, Cl[Sn]Cl. Yields the product Cc1cc(F)c(NN)cc1SCC(F)(F)F. As a reaction SMILES: [CH3:33][c:34]1[cH:35][cH:36][cH:37][cH:38][cH:39]1.[CH3:40][C:41](=[O:42])[OH:43].[ClH:30].[F:10][c:11]1[c:12]([NH2:13])[cH:14][c:15]([S:19][CH2:20][C:21]([F:22])([F:23])[F:24])[c:16]([CH3:18])[cH:17]1.[N:1]([O-:2])=[O:3].[Na+:32].[Na+:4].[OH-:31].[OH2:25].[OH2:26].[S:5](=[O:6])(=[O:7])([OH:8])[OH:9].[Sn:27]([Cl:28])[Cl:29]>>[NH2:1][NH:13][c:12]1[c:11]([F:10])[cH:17][c:16]([CH3:18])[c:15]([S:19][CH2:20][C:21]([F:22])([F:23])[F:24])[cH:14]1. The reactants are OC1=CC=C(C=C1)CCCCN1C=NC=C1 (1-[4-(4-hydroxyphenyl)butyl]imidazole), C(C1=CC=CC=C1)OC1=CC=C(C=C1)C=1OC=C(N1)CCl (2-(4-benzyloxyphenyl)-4-chloromethyloxazole). Product: C(C1=CC=CC=C1)OC1=CC=C(C=C1)C=1OC=C(N1)COC1=CC=C(C=C1)CCCCN1C=NC=C1 (2-(4-benzyloxyphenyl)-4-[4-[4-(1-imidazolyl)butyl]phenoxymethyl]oxazole). Isolated yield 54.0%. RXN SMILES: [OH:1][C:2]1[CH:7]=[CH:6][C:5]([CH2:8][CH2:9][CH2:10][CH2:11][N:12]2[CH:16]=[CH:15][N:14]=[CH:13]2)=[CH:4][CH:3]=1.[CH2:17]([O:24][C:25]1[CH:30]=[CH:29][C:28]([C:31]2[O:32][CH:33]=[C:34]([CH2:36]Cl)[N:35]=2)=[CH:27][CH:26]=1)[C:18]1[CH:23]=[CH:22][CH:21]=[CH:20][CH:19]=1>>[CH2:17]([O:24][C:25]1[CH:30]=[CH:29][C:28]([C:31]2[O:32][CH:33]=[C:34]([CH2:36][O:1][C:2]3[CH:7]=[CH:6][C:5]([CH2:8][CH2:9][CH2:10][CH2:11][N:12]4[CH:16]=[CH:15][N:14]=[CH:13]4)=[CH:4][CH:3]=3)[N:35]=2)=[CH:27][CH:26]=1)[C:18]1[CH:19]=[CH:20][CH:21]=[CH:22][CH:23]=1. Procedure details: In substantially the same manner as in Working Example 109, 1-[4-(4-hydroxyphenyl)butyl]imidazole was allowed to react with 2-(4-benzyloxyphenyl)-4-chloromethyloxazole to give 2-(4-benzyloxyphenyl)-4-[4-[4-(1-imidazolyl)butyl]phenoxymethyl]oxazole. The yield was 54%. Recrystallization from ethyl acetate-hexane gave colorless prisms, mp 118-120° C. Starting materials: C(C)(=O)OCC1=NC(=C(C2=C(C=CC=C12)OC1=CC=CC=C1)O)C(=O)OC (methyl 1-((acetoxy)methyl)-4-hydroxy-5-phenoxyisoquinoline-3-carboxylate), C(=O)([O-])[O-].[Na+].[Na+] (Na2CO3). Reagents/catalysts: [Pd] (Pd/C). The solvent is C(C)(=O)OCC (ethyl acetate). Run at temperature 60 celsius, time 7 hour. The product is OC1=C(N=C(C2=CC=CC(=C12)OC1=CC=CC=C1)C)C(=O)OC (methyl 4-hydroxy-1-methyl-5-phenoxyisoquinoline-3-carboxylate). As a reaction SMILES: C(O[CH2:5][C:6]1[C:15]2[C:10](=[C:11]([O:16][C:17]3[CH:22]=[CH:21][CH:20]=[CH:19][CH:18]=3)[CH:12]=[CH:13][CH:14]=2)[C:9]([OH:23])=[C:8]([C:24]([O:26][CH3:27])=[O:25])[N:7]=1)(=O)C.C([O-])([O-])=O.[Na+].[Na+]>[Pd].C(OCC)(=O)C>[OH:23][C:9]1[C:10]2[C:15](=[CH:14][CH:13]=[CH:12][C:11]=2[O:16][C:17]2[CH:22]=[CH:21][CH:20]=[CH:19][CH:18]=2)[C:6]([CH3:5])=[N:7][C:8]=1[C:24]([O:26][CH3:27])=[O:25] |f:1.2.3|. Reported procedure: A glass lined Parr pressure reactor vessel equipped with a 4-blade impeller can be charged with 1c, Pd/C (about 0.4 to 0.5 molar equivalents), anhydrous Na2CO3 (about 0.5 molar equivalents), and ethyl acetate. The flask can then be vacuum-purged with nitrogen (3×) and vacuum-purged with hydrogen (3×). The flask can then be pressurized with hydrogen to set point 60 psi and stirred at 60° C. for 6-8 hrs until completion of reaction (1c <0.5%). The flask can then be cooled to 20-25° C., the pressur... Starting materials: ( 6 ), [N+](=O)([O-])C1=CC=C(C=C1)C1=NCCC=2C(=CC=CC12)CC#N (1-(4-nitrophenyl)-3,4-dihydroisoquinoline-5-acetonitrile), C1(=CC=CC=C1)SSC1=CC=CC=C1 (diphenyl disulfide). Yields the product [N+](=O)([O-])C1=CC=C(C=C1)C1=NC=CC=2C(=CC=CC12)CC#N (1-(4-nitrophenyl)-isoquinoline-5-acetonitrile). Reaction SMILES: [N+:1]([C:4]1[CH:9]=[CH:8][C:7]([C:10]2[C:19]3[CH:18]=[CH:17][CH:16]=[C:15]([CH2:20][C:21]#[N:22])[C:14]=3[CH2:13][CH2:12][N:11]=2)=[CH:6][CH:5]=1)([O-:3])=[O:2].C1(SSC2C=CC=CC=2)C=CC=CC=1>>[N+:1]([C:4]1[CH:9]=[CH:8][C:7]([C:10]2[C:19]3[CH:18]=[CH:17][CH:16]=[C:15]([CH2:20][C:21]#[N:22])[C:14]=3[CH:13]=[CH:12][N:11]=2)=[CH:6][CH:5]=1)([O-:3])=[O:2]. Procedure details: Six (6) grams of 1-(4-nitrophenyl)-3,4-dihydroisoquinoline-5-acetonitrile and 5 g of diphenyl disulfide were reacted for 6 hours over an oil bath at 165° C. After the reaction, the reaction mixture was extracted with chloroform, chromatographed, and recrystallized from acetone-n-hexane to afford 2.5 g of 1-(4-nitrophenyl)-isoquinoline-5-acetonitrile having a melting point of 218.9° to 219.3° C. Reactants: [H-].[Na+] (sodium hydride), C(C)OC(C(C1=CC=C(C=C1)O)=O)=O (4-hydroxy-alpha-oxobenzeneacetic acid ethyl ester), BrCCCOC1=C(C(=C(C=C1)C(C)=O)O)CCC (1-[4-(3-bromopropoxy)-2-hydroxy-3-propylphenyl] ethanone). The solvent is CN(C=O)C (dimethylformamide). Conditions: temperature 50 celsius, time 15 minute. The product is C(C)OC(C(C1=CC=C(C=C1)OCCCOC1=C(C(=C(C=C1)C(C)=O)O)CCC)=O)=O (4-[3-(4-acetyl-3-hydroxy-2-propylphenoxy)propoxy]-alpha-oxobenzeneacetic acid ethyl ester). Yield: 40.9%. RXN SMILES: [CH2:1]([O:3][C:4](=[O:14])[C:5](=[O:13])[C:6]1[CH:11]=[CH:10][C:9]([OH:12])=[CH:8][CH:7]=1)[CH3:2].[H-].[Na+].Br[CH2:18][CH2:19][CH2:20][O:21][C:22]1[CH:27]=[CH:26][C:25]([C:28](=[O:30])[CH3:29])=[C:24]([OH:31])[C:23]=1[CH2:32][CH2:33][CH3:34]>CN(C)C=O>[CH2:1]([O:3][C:4](=[O:14])[C:5](=[O:13])[C:6]1[CH:11]=[CH:10][C:9]([O:12][CH2:18][CH2:19][CH2:20][O:21][C:22]2[CH:27]=[CH:26][C:25]([C:28](=[O:30])[CH3:29])=[C:24]([OH:31])[C:23]=2[CH2:32][CH2:33][CH3:34])=[CH:8][CH:7]=1)[CH3:2] |f:1.2|. Procedure details: A mixture of 4-hydroxy-alpha-oxobenzeneacetic acid ethyl ester (0.776 g) in dimethylformamide (10 mL) under argon was treated with 55% sodium hydride (0.175 g), stirred for 15 minutes and then 1-[4-(3-bromopropoxy)-2-hydroxy-3-propylphenyl] ethanone (1.26 g) was added and rinsed in with a little dimethylformamide. The mixture was heated at 50° C. for 6 hours and worked up as in Example 20. The crude material was purified by HPLC (ethyl acetate-hexane; 1:4) to furnish 0.7 g of 4-[3-(4-acetyl-3-hy...